describe an organic reaction: reactants, conditions, products, and yield From a dataset of the Open Reaction Database (ORD), a public repository of structured organic reaction records. Reactants: C, COc1ccccc1-c1ccc(C(=O)OC(C)(C)C)c(NC(=O)c2cc(-c3cccnc3)ccc2OCc2ccccc2)c1, CCOC(C)=O, CO, C1CCOC1, [Pd]. Yields the product COc1ccccc1-c1ccc(C(=O)OC(C)(C)C)c(NC(=O)c2cc(-c3cccnc3)ccc2O)c1. Reaction SMILES: [C:58].[CH2:1]([c:2]1[cH:3][cH:4][cH:5][cH:6][cH:7]1)[O:8][c:9]1[c:10]([C:11](=[O:12])[NH:13][c:14]2[c:15]([C:16](=[O:17])[O:18][C:19]([CH3:20])([CH3:21])[CH3:22])[cH:23][cH:24][c:25](-[c:27]3[c:28]([O:33][CH3:34])[cH:29][cH:30][cH:31][cH:32]3)[cH:26]2)[cH:35][c:36](-[c:39]2[cH:40][n:41][cH:42][cH:43][cH:44]2)[cH:37][cH:38]1.[CH3:50][CH2:51][O:52][C:53](=[O:54])[CH3:55].[CH3:56][OH:57].[O:45]1[CH2:46][CH2:47][CH2:48][CH2:49]1.[Pd:59]>>[OH:8][c:9]1[c:10]([C:11](=[O:12])[NH:13][c:14]2[c:15]([C:16](=[O:17])[O:18][C:19]([CH3:20])([CH3:21])[CH3:22])[cH:23][cH:24][c:25](-[c:27]3[c:28]([O:33][CH3:34])[cH:29][cH:30][cH:31][cH:32]3)[cH:26]2)[cH:35][c:36](-[c:39]2[cH:40][n:41][cH:42][cH:43][cH:44]2)[cH:37][cH:38]1. The reactants are CCCC(NC(c1ccc(Br)cc1)C(F)(F)F)C(=O)NC1(C#N)CC1, CCCC(NC(c1ccc(-c2ccc(S(C)(=O)=O)cc2)cc1)C(F)(F)F)C(=O)NC1(C#N)CC1, ClCCl, OB(O)c1ccc(F)cc1F. Yields the product CCCC(NC(c1ccc(-c2ccc(F)cc2F)cc1)C(F)(F)F)C(=O)NC1(C#N)CC1. Reaction SMILES: [Br:46][c:47]1[cH:48][cH:49][c:50]([CH:51]([NH:52][CH:53]([C:54]([NH:55][C:56]2([C:57]#[N:58])[CH2:59][CH2:60]2)=[O:61])[CH2:62][CH2:63][CH3:64])[C:65]([F:66])([F:67])[F:68])[cH:69][cH:70]1.[C:1](#[N:2])[C:3]1([NH:6][C:7]([CH:8]([NH:9][CH:10]([C:11]([F:12])([F:13])[F:14])[c:15]2[cH:16][cH:17][c:18](-[c:21]3[cH:22][cH:23][c:24]([S:25]([CH3:26])(=[O:27])=[O:28])[cH:29][cH:30]3)[cH:19][cH:20]2)[CH2:31][CH2:32][CH3:33])=[O:34])[CH2:4][CH2:5]1.[Cl:71][CH2:72][Cl:73].[F:35][c:36]1[c:37]([B:43]([OH:44])[OH:45])[cH:38][cH:39][c:40]([F:42])[cH:41]1>>[C:1](#[N:2])[C:3]1([NH:6][C:7]([CH:8]([NH:9][CH:10]([C:11]([F:12])([F:13])[F:14])[c:15]2[cH:16][cH:17][c:18](-[c:37]3[c:36]([F:35])[cH:41][c:40]([F:42])[cH:39][cH:38]3)[cH:19][cH:20]2)[CH2:31][CH2:32][CH3:33])=[O:34])[CH2:4][CH2:5]1. The reactants are compound 39a, C(C)OC(C(CC(C)C)C=1C=C(C=C(C1)C1CN(CCC1)S(=O)(=O)C)C1=CC=C(C=C1)C(F)(F)F)=O (2-[5-(1-Methanesulfonyl-piperidin-3-yl)-4′-trifluoromethyl-biphenyl-3-yl]-4-methyl-pentanoic acid ethyl ester), [OH-].[K+] (KOH). The solvent is CCO (EtOH). Conditions: temperature 78 celsius. The product is CS(=O)(=O)N1CC(CCC1)C=1C=C(C=C(C1)C1=CC=C(C=C1)C(F)(F)F)C(C(=O)O)CC(C)C (2-[5-(1-Methanesulfonyl-piperidin-3-yl)-4′-trifluoromethyl-biphenyl-3-yl]-4-methyl-pentanoic acid). As a reaction SMILES: C([O:3][C:4](=[O:36])[CH:5]([C:10]1[CH:11]=[C:12]([C:26]2[CH:31]=[CH:30][C:29]([C:32]([F:35])([F:34])[F:33])=[CH:28][CH:27]=2)[CH:13]=[C:14]([CH:16]2[CH2:21][CH2:20][CH2:19][N:18]([S:22]([CH3:25])(=[O:24])=[O:23])[CH2:17]2)[CH:15]=1)[CH2:6][CH:7]([CH3:9])[CH3:8])C.[OH-].[K+]>CCO>[CH3:25][S:22]([N:18]1[CH2:19][CH2:20][CH2:21][CH:16]([C:14]2[CH:15]=[C:10]([CH:5]([CH2:6][CH:7]([CH3:9])[CH3:8])[C:4]([OH:36])=[O:3])[CH:11]=[C:12]([C:26]3[CH:27]=[CH:28][C:29]([C:32]([F:34])([F:33])[F:35])=[CH:30][CH:31]=3)[CH:13]=2)[CH2:17]1)(=[O:23])=[O:24] |f:1.2|. Procedure: To a solution of compound 39a, 2-[5-(1-Methanesulfonyl-piperidin-3-yl)-4′-trifluoromethyl-biphenyl-3-yl]-4-methyl-pentanoic acid ethyl ester (70.0 mg, 0.133 mmol) in EtOH (6.5 ml) was added 2M KOH (0.027 ml, 0.53 mmol). The reaction was heated to 78° C. for 3 hours, cooled to room temperature, and concentrated in vacuo. Purification via Gilson HPLC, gave the product as a white lyophilate. (53.4 mg, 81%) 1H NMR (300 MHz, MeOD) δ ppm 0.85 (dd, J=6.59, 1.70 Hz, 6 H) 1.42 (dt, J=13.28, 6.74 Hz, 1 H)... Reactants: C(C)(C)C1=C(C=CC=C1)O (2-isopropylphenol), [N+](=O)(O)[O-] (nitric acid), O (water). Run in C(C)(=O)O (acetic acid). Reaction conditions: time 30 minute. The product is C(C)(C)C1=C(C=CC(=C1)[N+](=O)[O-])O (2-Isopropyl-4-nitrophenol). The yield is 49.0%. Reaction SMILES: [CH:1]([C:4]1[CH:9]=[CH:8][CH:7]=[CH:6][C:5]=1[OH:10])([CH3:3])[CH3:2].[N+:11]([O-])([OH:13])=[O:12].O>C(O)(=O)C>[CH:1]([C:4]1[CH:9]=[C:8]([N+:11]([O-:13])=[O:12])[CH:7]=[CH:6][C:5]=1[OH:10])([CH3:3])[CH3:2]. Procedure: To a solution of 2-isopropylphenol (4.1 ml) in acetic acid (30 ml) was added 69% nitric acid (4 ml) in an ice bath and the mixture was stirred at the same temperature for 30 minutes. After addition of iced water, the reaction mixture was extracted with t-butyl methyl ether. The extractant was washed with water and brine, dried over anhydrous sodium sulfate, filtered and the filtrate concentrated in vacuo. The residue was purified by chromatography on a silica gel column using hexane/ethyl acetat... Starting materials: CC(C)(C)[Si](C)(C)Cl, CCOC(C)=O, CN(C)C=O, OCc1csc2cncn12, c1c[nH]cn1. Yields the product CC(C)(C)[Si](C)(C)OCc1csc2cncn12. RXN SMILES: [C:16]([CH3:17])([CH3:18])([CH3:19])[Si:20]([CH3:21])([CH3:22])[Cl:23].[CH3:29][CH2:30][O:31][C:32](=[O:33])[CH3:34].[O:24]=[CH:25][N:26]([CH3:27])[CH3:28].[OH:1][CH2:2][c:3]1[n:4]2[c:5]([s:6][cH:7]1)[cH:8][n:9][cH:10]2.[nH:11]1[cH:12][cH:13][n:14][cH:15]1>>[O:1]([CH2:2][c:3]1[n:4]2[c:5]([s:6][cH:7]1)[cH:8][n:9][cH:10]2)[Si:20]([C:16]([CH3:17])([CH3:18])[CH3:19])([CH3:21])[CH3:22]. The reactants are O=C(O)C(O)C(O)C(=O)O, Cc1ccccc1, [Cl-]. Yields the product O=C1OC(=O)C(O)C1O. RXN SMILES: [C:2]([CH:3]([OH:4])[CH:5]([OH:6])[C:7](=[O:8])[OH:9])(=[O:10])[OH:11].[CH3:12][c:13]1[cH:14][cH:15][cH:16][cH:17][cH:18]1.[Cl-:1]>>[C:2]1(=[O:10])[CH:3]([OH:4])[CH:5]([OH:6])[C:7](=[O:9])[O:11]1. Reactants: O=C(O)c1c(-c2ccccc2)c2cc(Br)ccc2c(=O)n1Cc1ccc2c(c1)CCO2, C, C1CCOC1, CO, [H][H], [Pd]. Yields the product O=C(O)c1c(-c2ccccc2)c2ccccc2c(=O)n1Cc1ccc2c(c1)CCO2. As a reaction SMILES: [Br:1][c:2]1[cH:3][c:4]2[c:5](-[c:26]3[cH:27][cH:28][cH:29][cH:30][cH:31]3)[c:6]([C:23](=[O:24])[OH:25])[n:7]([CH2:13][c:14]3[cH:15][cH:16][c:17]4[c:18]([cH:22]3)[CH2:19][CH2:20][O:21]4)[c:8](=[O:12])[c:9]2[cH:10][cH:11]1.[C:36].[CH2:38]1[O:39][CH2:40][CH2:41][CH2:42]1.[CH3:32][OH:33].[H:34][H:35].[Pd:37]>>[cH:2]1[cH:3][c:4]2[c:5](-[c:26]3[cH:27][cH:28][cH:29][cH:30][cH:31]3)[c:6]([C:23](=[O:24])[OH:25])[n:7]([CH2:13][c:14]3[cH:15][cH:16][c:17]4[c:18]([cH:22]3)[CH2:19][CH2:20][O:21]4)[c:8](=[O:12])[c:9]2[cH:10][cH:11]1. The reactants are CCN(C(C)C)C(C)C (DIPEA), BrC=1C=CC(=NC1)CCNC(C)=O (N-[2-(5-bromo-pyridin-2-yl)-ethyl]-acetamide), C(C)OC1=CC=C(C=C1)C#C (4-ethoxyphenylacetylene). Reagents/catalysts: [Cu]I (CuI), C1=CC=C(C=C1)P(C2=CC=CC=C2)C3=CC=CC=C3.C1=CC=C(C=C1)P(C2=CC=CC=C2)C3=CC=CC=C3.Cl[Pd]Cl (bis(triphenylphosphin)palladium-(II)-chloride). The solvent is CCOC(=O)C (EtOAc). Conditions: temperature 80 celsius. The product is C(C)OC1=CC=C(C=C1)C#CC=1C=CC(=NC1)CCNC(C)=O (N-{2-[5-(4-Ethoxy-phenylethynyl)-pyridin-2-yl]-ethyl}-acetamide). RXN SMILES: CCN(C(C)C)C(C)C.Br[C:11]1[CH:12]=[CH:13][C:14]([CH2:17][CH2:18][NH:19][C:20](=[O:22])[CH3:21])=[N:15][CH:16]=1.[CH2:23]([O:25][C:26]1[CH:31]=[CH:30][C:29]([C:32]#[CH:33])=[CH:28][CH:27]=1)[CH3:24]>CCOC(C)=O.[Cu]I.C1C=CC(P(C2C=CC=CC=2)C2C=CC=CC=2)=CC=1.C1C=CC(P(C2C=CC=CC=2)C2C=CC=CC=2)=CC=1.Cl[Pd]Cl>[CH2:23]([O:25][C:26]1[CH:31]=[CH:30][C:29]([C:32]#[C:33][C:11]2[CH:12]=[CH:13][C:14]([CH2:17][CH2:18][NH:19][C:20](=[O:22])[CH3:21])=[N:15][CH:16]=2)=[CH:28][CH:27]=1)[CH3:24] |f:5.6.7|. Procedure details: 0.55 mL (3.91 mmol) DIPEA is added to 190 mg (0.78 mmol) N-[2-(5-bromo-pyridin-2-yl)-ethyl]-acetamide (I48.1), 3.72 mg (0.02 mmol) CuI and 13.7 mg (0.02 mmol) bis(triphenylphosphin)palladium-(II)-chloride. 171 mg (1.17 mmol) 4-ethoxyphenylacetylene are added and the reaction mixture is heated for 10 min at 80° C. in a microwave oven. The mixture is diluted with EtOAc and washed with water (1×) and diluted aq. ammonia solution. The organic layer is dried with MgSO4 and the solvent is removed in v... Product: COc1cccc(CCC2CN(C3=Nc4ccccc4Nc4sc(C(F)(F)F)nc43)CCN2C)c1. Reactants: CC(=O)O[BH-](OC(C)=O)OC(C)=O, C=O, COc1cccc(CCC2CN(C3=Nc4ccccc4Nc4sc(C(F)(F)F)nc43)CCN2)c1, CO, CC(Cl)Cl, [Na+]. Reaction SMILES: [C:1]([O:2][BH-:3]([O:4][C:5](=[O:6])[CH3:7])[O:8][C:9](=[O:10])[CH3:11])(=[O:12])[CH3:13].[CH2:15]=[O:16].[CH3:17][O:18][c:19]1[cH:20][c:21]([CH2:25][CH2:26][CH:27]2[CH2:28][N:29]([C:33]3=[N:34][c:35]4[c:36]([cH:47][cH:48][cH:49][cH:50]4)[NH:37][c:38]4[s:39][c:40]([C:43]([F:44])([F:45])[F:46])[n:41][c:42]43)[CH2:30][CH2:31][NH:32]2)[cH:22][cH:23][cH:24]1.[CH3:55][OH:56].[Cl:51][CH:52]([Cl:53])[CH3:54].[Na+:14]>>[CH3:1][N:32]1[CH:27]([CH2:26][CH2:25][c:21]2[cH:20][c:19]([O:18][CH3:17])[cH:24][cH:23][cH:22]2)[CH2:28][N:29]([C:33]2=[N:34][c:35]3[c:36]([cH:47][cH:48][cH:49][cH:50]3)[NH:37][c:38]3[s:39][c:40]([C:43]([F:44])([F:45])[F:46])[n:41][c:42]32)[CH2:30][CH2:31]1.